This data is from the Open Reaction Database (ORD), a public repository of structured organic reaction records. The task is: describe an organic reaction: reactants, conditions, products, and yield Reactants: C(C)OC(=O)C=1C(NC2=CC(=C(C=C2C1)F)F)=O (3-ethoxycarbonyl-6,7-difluorocarbostyril), ice, P(=O)(Cl)(Cl)Cl (phosphoryl chloride). Solvent: O (water). Run at temperature 70 celsius. Yields the product ClC1=NC2=CC(=C(C=C2C=C1C(=O)OCC)F)F (2-chloro-3-ethoxycarbonyl-6,7-difluoroquinoline). RXN SMILES: [CH2:1]([O:3][C:4]([C:6]1[C:7](=O)[NH:8][C:9]2[C:14]([CH:15]=1)=[CH:13][C:12]([F:16])=[C:11]([F:17])[CH:10]=2)=[O:5])[CH3:2].P(Cl)(Cl)([Cl:21])=O>O>[Cl:21][C:7]1[C:6]([C:4]([O:3][CH2:1][CH3:2])=[O:5])=[CH:15][C:14]2[C:9](=[CH:10][C:11]([F:17])=[C:12]([F:16])[CH:13]=2)[N:8]=1. Reported procedure: 50 g of 3-ethoxycarbonyl-6,7-difluorocarbostyril are added in the course of 10 minutes with stirring at 20° C. to 200 cm3 of phosphoryl chloride. The suspension is heated to a temperature in the region of 70° C. and maintained at this temperature for 3 hours. After cooling to approximately 10° C., the solution obtained is poured with stirring into a mixture of 1,000 cm3 of water and 1,000 g of crushed ice. The temperature is allowed to rise to approximately 20° C. and the mixture is extracted wi... Reactants: O=Cc1ccccc1[N+](=O)[O-], O=c1cc(N2CCNCC2)nc[nH]1. The product is O=c1cc(N2CCN(Cc3ccccc3[N+](=O)[O-])CC2)nc[nH]1. As a reaction SMILES: [N+:14](=[O:15])([O-:16])[c:17]1[c:18]([CH:19]=[O:20])[cH:21][cH:22][cH:23][cH:24]1.[N:1]1([c:7]2[cH:8][c:9](=[O:13])[nH:10][cH:11][n:12]2)[CH2:2][CH2:3][NH:4][CH2:5][CH2:6]1>>[N:1]1([c:7]2[cH:8][c:9](=[O:13])[nH:10][cH:11][n:12]2)[CH2:2][CH2:3][N:4]([CH2:19][c:18]2[c:17]([N+:14](=[O:15])[O-:16])[cH:24][cH:23][cH:22][cH:21]2)[CH2:5][CH2:6]1. Reactants: C1CCOC1, COC(OC)c1cc(Sc2cccc(NS(=O)(=O)c3ccccc3)c2)ccc1[N+](=O)[O-], Cl, O. Yields the product O=Cc1cc(Sc2cccc(NS(=O)(=O)c3ccccc3)c2)ccc1[N+](=O)[O-]. Reaction SMILES: [CH2:34]1[O:35][CH2:36][CH2:37][CH2:38]1.[CH3:1][O:2][CH:3]([c:4]1[cH:5][c:6]([S:13][c:14]2[cH:15][c:16]([NH:20][S:21](=[O:22])(=[O:23])[c:24]3[cH:25][cH:26][cH:27][cH:28][cH:29]3)[cH:17][cH:18][cH:19]2)[cH:7][cH:8][c:9]1[N+:10](=[O:11])[O-:12])[O:30][CH3:31].[ClH:33].[OH2:32]>>[O:2]=[CH:3][c:4]1[cH:5][c:6]([S:13][c:14]2[cH:15][c:16]([NH:20][S:21](=[O:22])(=[O:23])[c:24]3[cH:25][cH:26][cH:27][cH:28][cH:29]3)[cH:17][cH:18][cH:19]2)[cH:7][cH:8][c:9]1[N+:10](=[O:11])[O-:12]. The reactants are O=C([O-])C(O)C(O)C(=O)[O-], C1CCOC1, CC(C)C[AlH]CC(C)C, COc1ccc(-c2ccc(C(F)(F)F)cc2)cc1C(=O)NC(Cc1ccc(-c2ccc(F)c(Cl)c2)cc1)C(=O)N(C)OC, [K+], [Na+]. Yields the product COc1ccc(-c2ccc(C(F)(F)F)cc2)cc1C(=O)NC(C=O)Cc1ccc(-c2ccc(F)c(Cl)c2)cc1. RXN SMILES: [C:53]([CH:54]([CH:55]([C:56]([O-:57])=[O:58])[OH:59])[OH:60])([O-:61])=[O:62].[CH2:65]1[O:66][CH2:67][CH2:68][CH2:69]1.[CH3:44][CH:45]([CH2:46][AlH:47][CH2:48][CH:49]([CH3:50])[CH3:51])[CH3:52].[Cl:1][c:2]1[cH:3][c:4](-[c:9]2[cH:10][cH:11][c:12]([CH2:15][CH:16]([C:17]([N:18]([O:19][CH3:20])[CH3:21])=[O:22])[NH:23][C:24](=[O:25])[c:26]3[cH:27][c:28](-[c:34]4[cH:35][cH:36][c:37]([C:40]([F:41])([F:42])[F:43])[cH:38][cH:39]4)[cH:29][cH:30][c:31]3[O:32][CH3:33])[cH:13][cH:14]2)[cH:5][cH:6][c:7]1[F:8].[K+:64].[Na+:63]>>[Cl:1][c:2]1[cH:3][c:4](-[c:9]2[cH:10][cH:11][c:12]([CH2:15][CH:16]([CH:17]=[O:22])[NH:23][C:24](=[O:25])[c:26]3[cH:27][c:28](-[c:34]4[cH:35][cH:36][c:37]([C:40]([F:41])([F:42])[F:43])[cH:38][cH:39]4)[cH:29][cH:30][c:31]3[O:32][CH3:33])[cH:13][cH:14]2)[cH:5][cH:6][c:7]1[F:8]. Starting materials: CS(=O)(=O)N1CCc2nc(Br)ncc2C1, CS(C)=O, CCOC(C)=O, CCN(C(C)C)C(C)C, CC(C)OC(=O)N1CCC(ON=C2CCNCC2)CC1. Yields the product CC(C)OC(=O)N1CCC(ON=C2CCN(c3ncc4c(n3)CCN(S(C)(=O)=O)C4)CC2)CC1. As a reaction SMILES: [Br:1][c:2]1[n:3][cH:4][c:5]2[c:6]([n:7]1)[CH2:8][CH2:9][N:10]([S:12](=[O:13])(=[O:14])[CH3:15])[CH2:11]2.[CH3:45][S:46]([CH3:47])=[O:48].[CH3:49][CH2:50][O:51][C:52]([CH3:53])=[O:54].[CH:36]([N:37]([CH:38]([CH3:39])[CH3:40])[CH2:41][CH3:42])([CH3:43])[CH3:44].[NH:16]1[CH2:17][CH2:18][C:19](=[N:22][O:23][CH:24]2[CH2:25][CH2:26][N:27]([C:30](=[O:31])[O:32][CH:33]([CH3:34])[CH3:35])[CH2:28][CH2:29]2)[CH2:20][CH2:21]1>>[c:2]1([N:16]2[CH2:17][CH2:18][C:19](=[N:22][O:23][CH:24]3[CH2:25][CH2:26][N:27]([C:30](=[O:31])[O:32][CH:33]([CH3:34])[CH3:35])[CH2:28][CH2:29]3)[CH2:20][CH2:21]2)[n:3][cH:4][c:5]2[c:6]([n:7]1)[CH2:8][CH2:9][N:10]([S:12](=[O:13])(=[O:14])[CH3:15])[CH2:11]2. Run at time 2 hour. RXN SMILES: [NH2:1][C:2]1[C:10]2[C:5](=[N:6][C:7]([S:30][CH2:31][C:32]3[N:33]=[C:34]([C:37]4[CH:42]=[CH:41][C:40]([Cl:43])=[CH:39][CH:38]=4)[S:35][CH:36]=3)=[C:8]([C:28]#[N:29])[C:9]=2[C:11]2[CH:16]=[CH:15][C:14]([O:17][CH2:18][CH2:19][O:20][Si](C(C)(C)C)(C)C)=[CH:13][CH:12]=2)[N:4]([CH2:44][C:45]([O:47][CH3:48])=[O:46])[C:3]=1[C:49]([O:51][CH3:52])=[O:50].[F-].C([N+](CCCC)(CCCC)CCCC)CCC>C1COCC1.C(OCC)(=O)C>[NH2:1][C:2]1[C:10]2[C:5](=[N:6][C:7]([S:30][CH2:31][C:32]3[N:33]=[C:34]([C:37]4[CH:42]=[CH:41][C:40]([Cl:43])=[CH:39][CH:38]=4)[S:35][CH:36]=3)=[C:8]([C:28]#[N:29])[C:9]=2[C:11]2[CH:16]=[CH:15][C:14]([O:17][CH2:18][CH2:19][OH:20])=[CH:13][CH:12]=2)[N:4]([CH2:44][C:45]([O:47][CH3:48])=[O:46])[C:3]=1[C:49]([O:51][CH3:52])=[O:50] |f:1.2|. Run in C1CCOC1 (THF), C1CCOC1 (THF), C(C)(=O)OCC (ethyl acetate). Starting materials: solution, [F-].C(CCC)[N+](CCCC)(CCCC)CCCC (tetrabutylammonium fluoride), NC1=C(N(C2=NC(=C(C(=C21)C2=CC=C(C=C2)OCCO[Si](C)(C)C(C)(C)C)C#N)SCC=2N=C(SC2)C2=CC=C(C=C2)Cl)CC(=O)OC)C(=O)OC (Methyl 3-amino-4-[4-(2-{[tert-butyl(dimethyl)silyl]oxy}ethoxy)phenyl]-6-({[2-(4-chlorophenyl)-1,3-thiazol-4-yl]methyl}thio)-5-cyano-1-(2-methoxy-2-oxoethyl)-1H-pyrrolo[2,3-b]pyridine-2-carboxylate). Product: NC1=C(N(C2=NC(=C(C(=C21)C2=CC=C(C=C2)OCCO)C#N)SCC=2N=C(SC2)C2=CC=C(C=C2)Cl)CC(=O)OC)C(=O)OC (Methyl 3-amino-6-({[2-(4-chlorophenyl)-1,3-thiazol-4-yl]methyl}thio)-5-cyano-4-[4-(2-hydroxyethoxy)phenyl]-1-(2-methoxy-2-oxoethyl)-1H-pyrrolo[2,3-b]pyridine-2-carboxylate). Reported procedure: 19 mg (0.024 mmol) of the compound from Example 33A were initially charged in 1 ml of THF, and 0.122 ml (0.122 mmol) of a 1N solution of tetrabutylammonium fluoride in THF were added. The reaction mixture was stirred at RT for 2 h and then diluted with ethyl acetate. The mixture was washed with saturated aqueous sodium bicarbonate solution. The organic phase was dried over sodium sulfate and concentrated, and the residue was purified by preparative HPLC (Chromasil, water/acetonitrile). This gave... The reactants are C(CCC)[Mg]Cl (n-butylmagnesium chloride), C(C1=CC=CC=C1)OC(C(=O)[O-])=O (benzyloxalate). Yields the product C(CCCCC)(=O)OCC1=CC=CC=C1 (Hexanoic acid, benzyl ester). Reaction SMILES: [CH2:1]([Mg]Cl)[CH2:2][CH2:3][CH3:4].[CH2:7]([O:14][C:15](=[O:19])[C:16]([O-])=O)[C:8]1[CH:13]=[CH:12][CH:11]=[CH:10][CH:9]=1>>[C:15]([O:14][CH2:7][C:8]1[CH:13]=[CH:12][CH:11]=[CH:10][CH:9]=1)(=[O:19])[CH2:16][CH2:1][CH2:2][CH2:3][CH3:4]. Procedure: Alternatively, the compound of Example 3 was prepared by the Grignard reaction of n-butylmagnesium chloride with excess benzyloxalate to obtain desired product in 27% yield. 1H NMR (CDCl3, TMS) δ0.91 (t,3H), 1.35 (m,2H), 1.6 (m,2H), 2.85 (t,2H), 5.29 (s,2H), 7.4 (m,5H). Rf value is identical to Example 3. Starting materials: CC(C)(C)C1Cc2cc(NC(=O)C3(c4ccc5c(c4)OC(F)(F)O5)CC3)ccc2N1CCC#N, O=CCCl, ClCCl. Product: CC(C)(C)C1Cc2cc(NC(=O)C3(c4ccc5c(c4)OC(F)(F)O5)CC3)ccc2N1CCCl. Reaction SMILES: [C:1]([CH3:2])([CH3:3])([CH3:4])[CH:5]1[N:6]([CH2:31][CH2:32][C:33]#[N:34])[c:7]2[cH:8][cH:9][c:10]([NH:14][C:15](=[O:16])[C:17]3([c:20]4[cH:21][c:22]5[c:23]([cH:29][cH:30]4)[O:24][C:25]([F:27])([F:28])[O:26]5)[CH2:18][CH2:19]3)[cH:11][c:12]2[CH2:13]1.[Cl:35][CH2:36][CH:37]=[O:38].[Cl:39][CH2:40][Cl:41]>>[C:1]([CH3:2])([CH3:3])([CH3:4])[CH:5]1[N:6]([CH2:31][CH2:32][Cl:35])[c:7]2[cH:8][cH:9][c:10]([NH:14][C:15](=[O:16])[C:17]3([c:20]4[cH:21][c:22]5[c:23]([cH:29][cH:30]4)[O:24][C:25]([F:27])([F:28])[O:26]5)[CH2:18][CH2:19]3)[cH:11][c:12]2[CH2:13]1.